From a dataset of the Open Reaction Database (ORD), a public repository of structured organic reaction records. describe an organic reaction: reactants, conditions, products, and yield Reactants: OC1=NC=C(C(=O)O)C=C1[N+](=O)[O-] (6hydroxy-5-nitronicotinic acid), P(Cl)(Cl)(Cl)(Cl)Cl (phosphorus pentachloride), P(=O)(Cl)(Cl)Cl (phosphorus oxychloride), N (ammonia), C1CCOC1 (THF), O (Water). Reaction conditions: temperature 130 celsius. Yields the product ClC1=NC=C(C(=O)N)C=C1[N+](=O)[O-] (6-Chloro-5-nitronicotinamide). Isolated yield 49.0%. As a reaction SMILES: O[C:2]1[C:10]([N+:11]([O-:13])=[O:12])=[CH:9][C:5]([C:6](O)=O)=[CH:4][N:3]=1.P(Cl)(Cl)(Cl)(Cl)[Cl:15].P(Cl)(Cl)(Cl)=O.[NH3:25].C1COCC1.[OH2:31]>>[Cl:15][C:2]1[C:10]([N+:11]([O-:13])=[O:12])=[CH:9][C:5]([C:4]([NH2:3])=[O:31])=[CH:6][N:25]=1. Procedure: A mixture of 6hydroxy-5-nitronicotinic acid (1.33 g, 7.22 mmol), phosphorus pentachloride (1.5 g, 7.20 mmol, 1.0 eq), and phosphorus oxychloride (2.7 mL) was heated at 130° C. under nitrogen for 4 hours. The resultant solution was concentrated via evaporation under reduced pressure. The residual oil [presumed to be 6-chloro-5-nitronicotinic acid, acid chloride] was dissolved in a solution of tetrahydrofuran and methylene chloride (1:1, 20 mL), and this solution was cooled to -78° C. A solution o... The reactants are BrC1=CC=C(C=C1)CC(=O)O (4-bromophenylacetic acid), C(C=C)(=O)OCC (ethyl acrylate), C1(=CC=CC=C1)P(C1=CC=CC=C1)C1=CC=CC=C1 (triphenylphosphine), C(C)(C)N(CC)C(C)C (diisopropylethylamine), Cl (hydrochloric acid). Reagents/catalysts: C(C)(=O)[O-].C(C)(=O)[O-].[Pd+2] (palladium diacetate). Solvent: CN(C=O)C (dimethyl formamide), C(C)(=O)OCC (ethyl acetate). Reaction conditions: temperature 100 celsius. Yields the product C(C)OC(=O)C=CC1=CC=C(C=C1)CC(=O)O (4-[2-(Ethoxycarbonyl)vinyl]phenylacetic Acid). RXN SMILES: Br[C:2]1[CH:7]=[CH:6][C:5]([CH2:8][C:9]([OH:11])=[O:10])=[CH:4][CH:3]=1.[C:12]([O:16][CH2:17][CH3:18])(=[O:15])[CH:13]=[CH2:14].C1(P(C2C=CC=CC=2)C2C=CC=CC=2)C=CC=CC=1.C(N(C(C)C)CC)(C)C.Cl>CN(C)C=O.C([O-])(=O)C.C([O-])(=O)C.[Pd+2].C(OCC)(=O)C>[CH2:17]([O:16][C:12]([CH:13]=[CH:14][C:2]1[CH:7]=[CH:6][C:5]([CH2:8][C:9]([OH:11])=[O:10])=[CH:4][CH:3]=1)=[O:15])[CH3:18] |f:6.7.8|. Procedure details: To a stirred solution of 4-bromophenylacetic acid (43.0 g, 200 mmol) in dimethyl formamide (400 mL) in a round bottom flask under nitrogen atmosphere at room temperature was added ethyl acrylate (43.3 mL, 400 mmol), palladium diacetate (0.90 g, 4 mmol), triphenylphosphine (2.10 g, 8 mmol), and diisopropylethylamine (87.2 mL, 500 mmol). The reaction mixture was heated to 100° C. for 43 hours, cooled to room temperature, and hydrochloric acid (1N, 1 L) was added. To the reaction mixture was added ... Reactants: COc1ccc(P2(=S)SP(=S)(c3ccc(OC)cc3)S2)cc1, Cc1ccccc1, NC(=O)c1cccc(I)c1. The product is NC(=S)c1cccc(I)c1. RXN SMILES: [CH3:11][O:12][c:13]1[cH:14][cH:15][c:16]([P:17]2(=[S:20])[S:18][P:19]([c:21]3[cH:22][cH:23][c:24]([O:25][CH3:26])[cH:27][cH:28]3)(=[S:29])[S:30]2)[cH:31][cH:32]1.[CH3:33][c:34]1[cH:35][cH:36][cH:37][cH:38][cH:39]1.[I:1][c:2]1[cH:3][c:4]([C:5](=[O:6])[NH2:7])[cH:8][cH:9][cH:10]1>>[I:1][c:2]1[cH:3][c:4]([C:5]([NH2:7])=[S:20])[cH:8][cH:9][cH:10]1. Reactants: O=C([O-])[O-], CCOC(=O)C(OC(C)=O)c1ccc(Cl)c(NC(=O)c2ccc(OCC3CN(C)c4ccccc4O3)cc2Cl)c1, CCO, [K+], [K+], C1CCOC1, O. The product is CCOC(=O)C(O)c1ccc(Cl)c(NC(=O)c2ccc(OCC3CN(C)c4ccccc4O3)cc2Cl)c1. RXN SMILES: [C:1](=[O:2])([O-:3])[O-:4].[C:8](=[O:9])([CH3:10])[O:11][CH:12]([C:13](=[O:14])[O:15][CH2:16][CH3:17])[c:18]1[cH:19][c:20]([NH:25][C:26]([c:27]2[c:28]([Cl:46])[cH:29][c:30]([O:33][CH2:34][CH:35]3[O:36][c:37]4[c:38]([cH:42][cH:43][cH:44][cH:45]4)[N:39]([CH3:41])[CH2:40]3)[cH:31][cH:32]2)=[O:47])[c:21]([Cl:24])[cH:22][cH:23]1.[CH3:48][CH2:49][OH:50].[K+:5].[K+:6].[O:51]1[CH2:52][CH2:53][CH2:54][CH2:55]1.[OH2:7]>>[OH:11][CH:12]([C:13](=[O:14])[O:15][CH2:16][CH3:17])[c:18]1[cH:19][c:20]([NH:25][C:26]([c:27]2[c:28]([Cl:46])[cH:29][c:30]([O:33][CH2:34][CH:35]3[O:36][c:37]4[c:38]([cH:42][cH:43][cH:44][cH:45]4)[N:39]([CH3:41])[CH2:40]3)[cH:31][cH:32]2)=[O:47])[c:21]([Cl:24])[cH:22][cH:23]1. The reactants are C1CCCCC1, Cc1cc(Cl)nc(N)n1, CCO, [Na], CCOC(=O)CS. Yields the product CCOC(=O)CSc1cc(C)nc(N)n1. RXN SMILES: [CH2:21]1[CH2:22][CH2:23][CH2:24][CH2:25][CH2:26]1.[CH3:12][c:13]1[cH:14][c:15]([Cl:16])[n:17][c:18]([NH2:19])[n:20]1.[CH3:2][CH2:3][OH:4].[Na:1].[SH:5][CH2:6][C:7](=[O:8])[O:9][CH2:10][CH3:11]>>[S:5]([CH2:6][C:7](=[O:8])[O:9][CH2:10][CH3:11])[c:15]1[cH:14][c:13]([CH3:12])[n:20][c:18]([NH2:19])[n:17]1. Yields the product P(CCCC)(CCCC)CCCC.C(Cl)(Cl)(Cl)F ((nBu)3P CCl3F). RXN SMILES: C(OC([C@@H](N1C(=O)CC(C=O)C1)CC)=O)(C)(C)C.[C:19]([Cl:23])([Cl:22])([Cl:21])[F:20].[P:24]([CH2:33][CH2:34][CH2:35][CH3:36])([CH2:29][CH2:30][CH2:31][CH3:32])[CH2:25][CH2:26][CH2:27][CH3:28].[PH4+].[OH-].[Na+]>>[P:24]([CH2:29][CH2:30][CH2:31][CH3:32])([CH2:33][CH2:34][CH2:35][CH3:36])[CH2:25][CH2:26][CH2:27][CH3:28].[C:19]([F:20])([Cl:23])([Cl:22])[Cl:21] |f:4.5,6.7|. Reported procedure: Alternatively to §6.2.3., halovinyl derivatives can be obtained by Wittig olefination of the 1-[(1S)-1-(tertbutoxycarbonyl)propyl]-5-oxo-3-pyrrolidinecarboxaldehyde 396 in the presence of a phosphine and an halogenomethane. For example of 2-(2-oxo-4-(2-(Z)-fluorovinyl)-1-pyrrolidinyl)butanoic acid 2,2-(dimethyl)ethyl ester is obtained from aldehyde 396 by successive reaction with CFCl3 and n-Bu3P followed by dephosphorylation of the intermediate vinylic phosphonium by NaOH. Starting materials: P(CCCC)(CCCC)CCCC (n-Bu3P), halogenomethane, C(F)(Cl)(Cl)Cl (CFCl3), [OH-].[Na+] (NaOH), 2-(2-oxo-4-(2-(Z)-fluorovinyl)-1-pyrrolidinyl)butanoic acid 2,2-(dimethyl)ethyl ester, C(C)(C)(C)OC(=O)[C@H](CC)N1CC(CC1=O)C=O (1-[(1S)-1-(tertbutoxycarbonyl)propyl]-5-oxo-3-pyrrolidinecarboxaldehyde), [PH4+] (phosphonium).